Dataset: the Open Reaction Database (ORD), a public repository of structured organic reaction records. Task: describe an organic reaction: reactants, conditions, products, and yield The reactants are Cc1ccc(CBr)cc1, CN(C)C=O, [H-], O=[N+]([O-])c1cc[nH]n1, [Na+]. The product is Cc1ccc(Cn2ccc([N+](=O)[O-])n2)cc1. RXN SMILES: [CH3:11][c:12]1[cH:13][cH:14][c:15]([CH2:16][Br:17])[cH:18][cH:19]1.[CH3:20][N:21]([CH3:22])[CH:23]=[O:24].[H-:9].[N+:1](=[O:2])([O-:3])[c:4]1[n:5][nH:6][cH:7][cH:8]1.[Na+:10]>>[N+:1](=[O:2])([O-:3])[c:4]1[n:5][n:6]([CH2:16][c:15]2[cH:14][cH:13][c:12]([CH3:11])[cH:19][cH:18]2)[cH:7][cH:8]1. The product is Clc1cc(Cl)cc(C2CCCNC2)c1. As a reaction SMILES: [CH2:27]1[O:28][CH2:29][CH2:30][CH2:31]1.[Cl:1][c:2]1[cH:3][c:4]([CH:9]2[CH2:10][N:11]([C:15](=[O:16])[CH:17]([O:18][CH3:19])[c:20]3[cH:21][cH:22][cH:23][cH:24][cH:25]3)[CH2:12][CH2:13][CH2:14]2)[cH:5][c:6]([Cl:8])[cH:7]1.[ClH:26]>>[Cl:1][c:2]1[cH:3][c:4]([CH:9]2[CH2:10][NH:11][CH2:12][CH2:13][CH2:14]2)[cH:5][c:6]([Cl:8])[cH:7]1. Starting materials: C1CCOC1, COC(C(=O)N1CCCC(c2cc(Cl)cc(Cl)c2)C1)c1ccccc1, Cl. Reactants: CC(C)(C)OC(=O)N1CCC(S(=O)(=O)c2ccc(Nc3ncc(N)cn3)cc2)CC1, CN1CCOCC1, COc1nc(Cl)nc(OC)n1, O=C(Nc1ccc(Cl)c(C(=O)O)c1)c1cccs1, ClCCl. Product: CC(C)(C)OC(=O)N1CCC(S(=O)(=O)c2ccc(Nc3ncc(NC(=O)c4cc(NC(=O)c5cccs5)ccc4Cl)cn3)cc2)CC1. Reaction SMILES: [C:37]([CH3:38])([CH3:39])([CH3:40])[O:41][C:42](=[O:43])[N:44]1[CH2:45][CH2:46][CH:47]([S:50](=[O:51])(=[O:52])[c:53]2[cH:54][cH:55][c:56]([NH:59][c:60]3[n:61][cH:62][c:63]([NH2:66])[cH:64][n:65]3)[cH:57][cH:58]2)[CH2:48][CH2:49]1.[CH3:30][N:31]1[CH2:32][CH2:33][O:34][CH2:35][CH2:36]1.[Cl:19][c:20]1[n:21][c:22]([O:23][CH3:24])[n:25][c:26]([O:27][CH3:28])[n:29]1.[Cl:1][c:2]1[c:3]([C:4](=[O:5])[OH:6])[cH:7][c:8]([NH:11][C:12](=[O:13])[c:14]2[s:15][cH:16][cH:17][cH:18]2)[cH:9][cH:10]1.[Cl:67][CH2:68][Cl:69]>>[Cl:1][c:2]1[c:3]([C:4](=[O:6])[NH:66][c:63]2[cH:62][n:61][c:60]([NH:59][c:56]3[cH:55][cH:54][c:53]([S:50]([CH:47]4[CH2:46][CH2:45][N:44]([C:42]([O:41][C:37]([CH3:38])([CH3:39])[CH3:40])=[O:43])[CH2:49][CH2:48]4)(=[O:51])=[O:52])[cH:58][cH:57]3)[n:65][cH:64]2)[cH:7][c:8]([NH:11][C:12](=[O:13])[c:14]2[s:15][cH:16][cH:17][cH:18]2)[cH:9][cH:10]1.